From a dataset of the Open Reaction Database (ORD), a public repository of structured organic reaction records. describe an organic reaction: reactants, conditions, products, and yield Reactants: ClC=1C=C(C=CC1Cl)C1=CC(=NO1)O (5-(3,4-Dichlorophenyl)-3-hydroxyisoxazole), C(C)(C)(C)OC(=O)NCCO (2-(N-tert-butoxycarbonylamino)ethanol). Yields the product C(C)(C)(C)OC(=O)NCCOC1=NOC(=C1)C1=CC(=C(C=C1)Cl)Cl (3-(2-(N-tert-Butoxycarbonylamino)ethoxy)-5-(3.4-dichlorophenyl)isoxazole). Yield: 84.2%. RXN SMILES: [Cl:1][C:2]1[CH:3]=[C:4]([C:9]2[O:13][N:12]=[C:11]([OH:14])[CH:10]=2)[CH:5]=[CH:6][C:7]=1[Cl:8].[C:15]([O:19][C:20]([NH:22][CH2:23][CH2:24]O)=[O:21])([CH3:18])([CH3:17])[CH3:16]>>[C:15]([O:19][C:20]([NH:22][CH2:23][CH2:24][O:14][C:11]1[CH:10]=[C:9]([C:4]2[CH:5]=[CH:6][C:7]([Cl:8])=[C:2]([Cl:1])[CH:3]=2)[O:13][N:12]=1)=[O:21])([CH3:18])([CH3:17])[CH3:16]. Procedure: 5-(3,4-Dichlorophenyl)-3-hydroxyisoxazole (0.3 g) and 2-(N-tert-butoxycarbonylamino)ethanol (0.23 g) were subjected to reaction and post-treatment in a similar manner to that described in Example 9(a) to obtain the title compound (0.41 g, 85%) as a colorless powder. Reactants: C=C1c2ccccc2CC(=O)Cc2ccccc21, CCO, [H][H]. The product is CC1c2ccccc2CC(=O)Cc2ccccc21. As a reaction SMILES: [CH2:1]=[C:2]1[c:3]2[c:4]([cH:15][cH:16][cH:17][cH:18]2)[CH2:5][C:6](=[O:14])[CH2:7][c:8]2[c:9]1[cH:10][cH:11][cH:12][cH:13]2.[CH3:21][CH2:22][OH:23].[H:19][H:20]>>[CH3:1][CH:2]1[c:3]2[c:4]([cH:15][cH:16][cH:17][cH:18]2)[CH2:5][C:6](=[O:14])[CH2:7][c:8]2[c:9]1[cH:10][cH:11][cH:12][cH:13]2. Starting materials: BrCCOC=1C=C(C(=O)OC)C=CC1 (methyl 3-(2-bromoethoxy)-benzoate), [I-].[Na+] (sodium iodide). The solvent is CC(=O)C (acetone). Product: ICCOC=1C=C(C(=O)OC)C=CC1 (methyl 3-(2-iodoethoxy)-benzoate). As a reaction SMILES: Br[CH2:2][CH2:3][O:4][C:5]1[CH:6]=[C:7]([CH:12]=[CH:13][CH:14]=1)[C:8]([O:10][CH3:11])=[O:9].[I-:15].[Na+]>CC(C)=O>[I:15][CH2:2][CH2:3][O:4][C:5]1[CH:6]=[C:7]([CH:12]=[CH:13][CH:14]=1)[C:8]([O:10][CH3:11])=[O:9] |f:1.2|. Procedure details: A solution of methyl 3-(2-bromoethoxy)-benzoate (2.4 g, 9.26 mmol) and sodium iodide (2.78 g, 18.52 mmol) in acetone (50 mL) is refluxed for 2 hours. The resulting mixture is then filtered and concentrated. The residue is diluted with EtOAc (100 mL), washed with 5% Na2SO3 (50 mL), water (2×50 mL) and brine (50 mL), dried over MgSO4 and evaporated to yield methyl 3-(2-iodoethoxy)-benzoate, as a yellow oil, which is used directly. Starting materials: CN(C)C(=[N+](C)C)ON1C2=C(C=CC=C2)N=N1.[B-](F)(F)(F)F (TBTU), C(C1=CC=CC=C1)OC(C[C@H](C(=O)N[C@@H](C(C)(C)C)C(NC)=O)NC(=O)OC(C)(C)C)=O (3(R)-t-butyloxycarbonylamino-N-(2,2-dimethyl-1(S)-(methylcarbamoyl)propyl)succinamic acid benzyl ester), N[C@@H](CC(C)C)C=1NC=CN1 (2-(1(S)-amino-3-methyl-butyl)-imidazole), O=C1NCCOCCN2C3=CC=CC=C3C(C[C@@H]1NC([C@@H](CC(=O)O)N1C=C(C=C1)C1=CC=C(C=C1)C1=NC=CC=C1)=O)=C2 (N-(8-oxo-4-oxa-1,7-diazatricyclo[9.6.1.012,17]octadeca-11(18),12,14,16-tetraen-9(S)-yl)-3(R)-[3-[4-(pyridin-yl)phenyl]-1H-pyrrol-1-yl]succinamic acid). Product: C(C1=CC=CC=C1)OC(C[C@H](C(=O)N[C@@H](CC(C)C)C=1NC=CN1)N1C=C(C=C1)C1=CC=C(C=C1)C1=CC=NC=C1)=O (N-[1(S)-(1H-imidazol-2-yl)-3-methylbutyl]-3(R)-[3-[4-(pyridin-4-yl)phenyl]-1H-pyrrol-1-yl]succinamic acid benzyl ester). The yield is 41.0%. As a reaction SMILES: [CH2:1]([O:8][C:9](=[O:32])[CH2:10][C@@H:11]([NH:24][C:25](OC(C)(C)C)=O)[C:12](N[C@H](C(=O)NC)C(C)(C)C)=[O:13])[C:2]1[CH:7]=[CH:6][CH:5]=[CH:4][CH:3]=1.[NH2:33][C@H:34]([C:39]1[NH:40][CH:41]=[CH:42][N:43]=1)[CH2:35][CH:36]([CH3:38])[CH3:37].O=C1[C@@H](NC(=O)[C@H:64]([N:69]2[CH:73]=[CH:72][C:71]([C:74]3[CH:79]=[CH:78][C:77]([C:80]4[CH:85]=CC=CN=4)=[CH:76][CH:75]=3)=[CH:70]2)CC(O)=O)CC2=CN(C3C2=CC=CC=3)CCOCCN1.[CH3:88]N(C(ON1N=NC2C=CC=CC1=2)=[N+](C)C)C.[B-](F)(F)(F)F>>[CH2:1]([O:8][C:9](=[O:32])[CH2:10][C@@H:11]([N:24]1[CH:25]=[CH:85][C:80]([C:77]2[CH:76]=[CH:75][C:74]([C:71]3[CH:70]=[CH:64][N:69]=[CH:73][CH:72]=3)=[CH:79][CH:78]=2)=[CH:88]1)[C:12]([NH:33][C@H:34]([C:39]1[NH:43][CH:42]=[CH:41][N:40]=1)[CH2:35][CH:36]([CH3:38])[CH3:37])=[O:13])[C:2]1[CH:3]=[CH:4][CH:5]=[CH:6][CH:7]=1 |f:3.4|. Procedure details: According to the procedure described in Example 1(b) for the preparation of 3(R)-t-butyloxycarbonylamino-N-(2,2-dimethyl-1(S)-(methylcarbamoyl)propyl)succinamic acid benzyl ester, 2-(1(S)-amino-3-methyl-butyl)-imidazole (See Chen, J. J.; Zhang, Y.; Hammond, S.; Dewdney, N.: Ho, T.; Browner, M. F.; Castelhano, A. L., submitted for publication; and Abel-Meguid, S. S.; Metcalf B. W.; Caw, T. J.; DeMarsh, P.; Des Jarlais, R. L.; Fisher, S.; Green, D. W.; et al. Biochemistry, 1994, 33, 11671-11677) a... RXN SMILES: [CH2:20]1[O:21][CH2:22][CH2:23][CH2:24]1.[Cl:1][c:2]1[cH:3][n:4][n:5]([CH2:16][CH3:17])[c:6]1-[c:7]1[cH:8][c:9]([C:12](=[O:13])[O:14][CH3:15])[s:10][cH:11]1.[K+:19].[OH-:18].[OH2:25]>>[Cl:1][c:2]1[cH:3][n:4][n:5]([CH2:16][CH3:17])[c:6]1-[c:7]1[cH:8][c:9]([C:12](=[O:13])[OH:14])[s:10][cH:11]1. The reactants are C1CCOC1, CCn1ncc(Cl)c1-c1csc(C(=O)OC)c1, [K+], [OH-], O. Yields the product CCn1ncc(Cl)c1-c1csc(C(=O)O)c1. Reactants: 17-(3-(4-trifluoromethoxyphenyl)-6-methoxyisoquinolin-1-yloxy)-13-methyl-2,14-dioxo, FC(OC1=CC=C(C=C1)C=1N=C(C2=CC=C(C=C2C1)OC)OC1CN2C(N(CCCCC=CC3CC3(NC(C2C1)=O)C(=O)O)C)=O)(F)F (17-(3-(4-trifluoromethoxyphenyl)-6-methoxyisoquinolin-1-yloxy)-13-methyl-2,14-dioxo-3,13,15-triaza-tricyclo[13.3.0.04,6]octadec-7-ene-4-carboxylic acid), ClC=1N=C(C2=CC=C(C=C2C1)OC)OC1CN2C(N(CCCCC=CC3CC3(NC(C2C1)=O)C(=O)NS(=O)(=O)C1CC1)C)=O (N-[17-(3-chloro-6-methoxyisoquinolin-1-yloxy)-13-methyl-2,14-dioxo-3,13,15-triaza-tricyclo[13.3.0.04,6]octadec-7-ene-4-carbonyl](cyclopropyl) sulfonamide). The product is FC(OC1=CC=C(C=C1)C=1N=C(C2=CC=C(C=C2C1)OC)OC1CN2C(N(CCCCC=CC3CC3(NC(C2C1)=O)C(=O)NS(=O)(=O)C1CC1)C)=O)(F)F (N-[17-(3-(4-trifluoromethoxyphenyl)-6-methoxyisoquinolin-1-yloxy)-13-methyl-2,14-dioxo-3,13,15-triaza-tricyclo[13.3.0.04,6]octadec-7-ene-4-carbonyl](cyclopropyl)sulfonamide). RXN SMILES: [F:1][C:2]([F:48])([F:47])[O:3][C:4]1[CH:9]=[CH:8][C:7]([C:10]2[N:11]=[C:12]([O:22][CH:23]3[CH2:40][CH:39]4[N:25]([C:26](=[O:46])[N:27]([CH3:45])[CH2:28][CH2:29][CH2:30][CH2:31][CH:32]=[CH:33][CH:34]5[C:36]([C:42](O)=[O:43])([NH:37][C:38]4=[O:41])[CH2:35]5)[CH2:24]3)[C:13]3[C:18]([CH:19]=2)=[CH:17][C:16]([O:20][CH3:21])=[CH:15][CH:14]=3)=[CH:6][CH:5]=1.ClC1N=C(OC2CC3N(C(=O)N(C)CCCCC=CC4C(C([NH:84][S:85]([CH:88]5[CH2:90][CH2:89]5)(=[O:87])=[O:86])=O)(NC3=O)C4)C2)C2C(C=1)=CC(OC)=CC=2>>[F:48][C:2]([F:47])([F:1])[O:3][C:4]1[CH:9]=[CH:8][C:7]([C:10]2[N:11]=[C:12]([O:22][CH:23]3[CH2:40][CH:39]4[N:25]([C:26](=[O:46])[N:27]([CH3:45])[CH2:28][CH2:29][CH2:30][CH2:31][CH:32]=[CH:33][CH:34]5[C:36]([C:42]([NH:84][S:85]([CH:88]6[CH2:90][CH2:89]6)(=[O:87])=[O:86])=[O:43])([NH:37][C:38]4=[O:41])[CH2:35]5)[CH2:24]3)[C:13]3[C:18]([CH:19]=2)=[CH:17][C:16]([O:20][CH3:21])=[CH:15][CH:14]=3)=[CH:6][CH:5]=1. Reported procedure: The title product 58 was prepared from 17-(3-(4-trifluoromethoxyphenyl)-6-methoxyisoquinolin-1-yloxy)-13-methyl-2,14-dioxo-3,13,15-triaza-tricyclo[13.3.0.0416]octadec-7-ene-4-carboxylic acid (57) following the same procedures described for the preparation of N-[17-(3-chloro-6-methoxyisoquinolin-1-yloxy)-13-methyl-2,14-dioxo-3,13,15-triaza-tricyclo[13.3.0.04,6]octadec-7-ene-4-carbonyl](cyclopropyl)sulfonamide (43, Example 11): m/z=772 (M+H)+; 1H-NMR (CDC3): 10.63-10.57 (br s, 1H), 8.00 (d, J=8.5 ... Starting materials: IC1=NNC2=NC=CC=C21 (3-iodo-1H-pyrazolo[3,4-b]pyridine), FC1=C(CBr)C=CC=C1 (2-fluorobenzyl bromide). The product is FC1=C(CN2N=C(C=3C2=NC=CC3)I)C=CC=C1 (1-(2-Fluorobenzyl)-3-iodo-1H-pyrazolo[3,4-b]pyridine). The yield is 95.7%. Reaction SMILES: [I:1][C:2]1[C:10]2[C:5](=[N:6][CH:7]=[CH:8][CH:9]=2)[NH:4][N:3]=1.[F:11][C:12]1[CH:19]=[CH:18][CH:17]=[CH:16][C:13]=1[CH2:14]Br>>[F:11][C:12]1[CH:19]=[CH:18][CH:17]=[CH:16][C:13]=1[CH2:14][N:4]1[C:5]2=[N:6][CH:7]=[CH:8][CH:9]=[C:10]2[C:2]([I:1])=[N:3]1. Procedure details: In analogy to example 24A, 25.00 g (102.031 mmol) of 3-iodo-1H-pyrazolo[3,4-b]pyridine (synthesis described in WO 2006/130673, scheme D) were reacted with 21.21 g (112.234 mmol) of 2-fluorobenzyl bromide. 34.49 g of the title compound were obtained (95% of theory). The reactants are CC(=O)c1ccc(OCCCBr)cc1, CC#N, Fc1ccc2c(C3CCNCC3)noc2c1. The product is CC(=O)c1ccc(OCCCN2CCC(c3noc4cc(F)ccc34)CC2)cc1. RXN SMILES: [Br:17][CH2:18][CH2:19][CH2:20][O:21][c:22]1[cH:23][cH:24][c:25]([C:28]([CH3:29])=[O:30])[cH:26][cH:27]1.[CH3:31][C:32]#[N:33].[F:1][c:2]1[cH:3][c:4]2[c:5]([c:6]([CH:9]3[CH2:10][CH2:11][NH:12][CH2:13][CH2:14]3)[n:7][o:8]2)[cH:15][cH:16]1>>[F:1][c:2]1[cH:3][c:4]2[c:5]([c:6]([CH:9]3[CH2:10][CH2:11][N:12]([CH2:18][CH2:19][CH2:20][O:21][c:22]4[cH:23][cH:24][c:25]([C:28]([CH3:29])=[O:30])[cH:26][cH:27]4)[CH2:13][CH2:14]3)[n:7][o:8]2)[cH:15][cH:16]1. Starting materials: C(CC(=O)C)(=O)OCC=CC1=CC(=CC=C1)C#C (2 -(3-ethynylbenzylidene)-ethyl acetoacetate), C(C)O (ethyl alcohol), C(C)O (ethyl alcohol), C(CC(=O)C)(=O)OC(C)(C)C (t-butyl acetoacetate), C(C)(=O)[O-].[NH4+] (ammonium acetate). Product: C(C)(C)(C)OC(=O)C1=C(NC(=C(C1C1=CC(=CC=C1)C#C)C(=O)OCC)C)C (3-t-Butoxycarbonyl-5-ethoxycarbonyl-1,4-dihydro-2,6- dimethyl-4-(3-ethynylphenyl)pyridine). The yield is 23.3%. RXN SMILES: [C:1]([O:7][CH2:8][CH:9]=[CH:10][C:11]1[CH:16]=[CH:15][CH:14]=[C:13]([C:17]#[CH:18])[CH:12]=1)(=O)[CH2:2]C(C)=O.[C:19]([O:25][C:26]([CH3:29])([CH3:28])[CH3:27])(=[O:24])[CH2:20][C:21]([CH3:23])=O.[C:30]([O-])(=O)[CH3:31].[NH4+:34].C([OH:37])C>>[C:26]([O:25][C:19]([C:20]1[CH:10]([C:11]2[CH:16]=[CH:15][CH:14]=[C:13]([C:17]#[CH:18])[CH:12]=2)[C:9]([C:8]([O:7][CH2:1][CH3:2])=[O:37])=[C:30]([CH3:31])[NH:34][C:21]=1[CH3:23])=[O:24])([CH3:29])([CH3:28])[CH3:27] |f:2.3|. Procedure details: In 5 ml of ethyl alcohol was dissolved 1.95 g (0.008 mol) of 2 -(3-ethynylbenzylidene)-ethyl acetoacetate. Thereto were added 1.58 g (0.01 mol) of t-butyl acetoacetate, 0.77 g (0.01 mol) of ammonium acetate and 25 m: of ethyl alcohol. The admixture was reacted under reflux with heating for 1 hour. After completing the reaction, the reaction solution was distilled away under reduced pressure, the residue was purified by subjecting to silica gel column chromatography [eluent: n-hexane-ethyl acetat...